This data is from the Open Reaction Database (ORD), a public repository of structured organic reaction records. The task is: describe an organic reaction: reactants, conditions, products, and yield The reactants are ClCC(CC(=O)OC)=O (methyl 4-chloroacetoacetate), FC=1C=C(C=C(C1)OC)S (3-fluoro-5-methoxybenzenethiol), CN(C)C=O (DMF). Solvent: O (water). Run at time 1 hour. Yields the product FC=1C=C(C=C(C1)OC)SCC(CC(=O)OC)=O (Methyl 4-((3-fluoro-5-methoxyphenyl)sulfanyl)-3-oxobutanoate). Reaction SMILES: Cl[CH2:2][C:3](=[O:9])[CH2:4][C:5]([O:7][CH3:8])=[O:6].[F:10][C:11]1[CH:12]=[C:13]([SH:19])[CH:14]=[C:15]([O:17][CH3:18])[CH:16]=1.CN(C=O)C>O>[F:10][C:11]1[CH:12]=[C:13]([S:19][CH2:2][C:3](=[O:9])[CH2:4][C:5]([O:7][CH3:8])=[O:6])[CH:14]=[C:15]([O:17][CH3:18])[CH:16]=1. Reported procedure: A mixture of methyl 4-chloroacetoacetate (1.871 mL), K2OC3 (2.210 g), 3-fluoro-5-methoxybenzenethiol (2.3 g) and DMF (30 mL) was stirred at room temperature for 1 h. The mixture was poured into water and extracted with EtOAc. The organic layer was separated, washed successively with water and brine, dried over MgSO4 and concentrated in vacuo. The residue was purified by silica gel column chromatography (EtOAc/hexane) to give the title compound (2.87 g). Starting materials: O1C(CCCC1)ONC(=O)C1=CC=C2CCNCC2=C1 (N-(tetrahydro-2H-pyran-2-yloxy)-1,2,3,4-tetrahydroisoquinoline-7-carboxamide), C1(=CC=CC=C1)CCN=C=O (phenylethyl-isocyanat), C=1C=CC2=C(C1)N=NN2O (HOBt), C(CCl)Cl (EDC). The solvent is CN(C)C=O (DMF), C(C)N(CC)CC (triethylamine). Reaction conditions: time 8 hour. Product: C1(=CC=CC=C1)CCNC(=O)N1CC2=CC(=CC=C2CC1)C(=O)NOC1OCCCC1 (N2-(2-Phenylethyl)-N7-(tetrahydro-2H-pyran-2-yloxy)-3,4-dihydroisoquinoline-2,7(1H)-dicarboxamide). Isolated yield 67.9%. RXN SMILES: [O:1]1[CH2:6][CH2:5][CH2:4][CH2:3][CH:2]1[O:7][NH:8][C:9]([C:11]1[CH:20]=[C:19]2[C:14]([CH2:15][CH2:16][NH:17][CH2:18]2)=[CH:13][CH:12]=1)=[O:10].[C:21]1([CH2:27][CH2:28][N:29]=[C:30]=[O:31])[CH:26]=[CH:25][CH:24]=[CH:23][CH:22]=1.C1C=CC2N(O)N=NC=2C=1.C(Cl)CCl>CN(C=O)C.C(N(CC)CC)C>[C:21]1([CH2:27][CH2:28][NH:29][C:30]([N:17]2[CH2:16][CH2:15][C:14]3[C:19](=[CH:20][C:11]([C:9]([NH:8][O:7][CH:2]4[CH2:3][CH2:4][CH2:5][CH2:6][O:1]4)=[O:10])=[CH:12][CH:13]=3)[CH2:18]2)=[O:31])[CH:26]=[CH:25][CH:24]=[CH:23][CH:22]=1. Procedure details: A mixture of 200 mg N-(tetrahydro-2H-pyran-2-yloxy)-1,2,3,4-tetrahydroisoquinoline-7-carboxamide, 117 mg phenylethyl-isocyanat, 98 mg HOBt, 278 mg EDC, 0.6 ml triethylamine and 8 ml DMF is stirred overnight at ambient temperature. The mixture is evaporated. The residue is purified by silica gel flash chromatography. 208 mg of the title compound are obtained after drying as colorless foam. Reactants: Cl (hydrochloric acid), OC1=C(C(C#N)=CC=C1)C#N (3-hydroxyphthalonitrile), C([O-])([O-])=O.[K+].[K+] (potassium carbonate), ClCCC[Si](C)(C)C (3-chloropropyltrimethylsilane). The solvent is CN(C(C)=O)C.CS(=O)C (N,N-dimethylacetamide dimethylsulfoxide). Run at time 24 hour. Yields the product C(C=1C(C#N)=CC=CC1)#N (Phthalonitrile). Isolated yield 143.4%. As a reaction SMILES: O[C:2]1[CH:9]=[CH:8][CH:7]=[C:4]([C:5]#[N:6])[C:3]=1[C:10]#[N:11].C(=O)([O-])[O-].[K+].[K+].ClCCC[Si](C)(C)C.Cl>CN(C)C(=O)C.CS(C)=O>[C:10](#[N:11])[C:3]1[C:4](=[CH:7][CH:8]=[CH:9][CH:2]=1)[C:5]#[N:6] |f:1.2.3,6.7|. Procedure details: In 150 ml of an N,N-dimethylacetamide/dimethylsulfoxide (=5/1 volume ratio) mixed solvent were dissolved 20 g of 3-hydroxyphthalonitrile and 10.55 g of potassium carbonate, to which 31.4 g of 3-chloropropyltrimethylsilane were added dropwise at 45° C. Immediately after the addition, the mixture was stirred for 24 hours while maintaining the reaction temperature at 90°-110° C. The reaction mixture was then cooled to room temperature and 180 ml of dilute hydrochloric acid was added. The mixture wa... The reactants are CN(C)C=O (DMF), C(CCC)OCCOC1=CC=C(C=C1)C=1C=CC2=C(C=C(CCN2CC2=COC=C2)C(=O)O)C1 (7-(4-butoxyethoxyphenyl)-1-(3-furylmethyl)-2,3-dihydro-1-benzazepine-4-carboxylic acid), S(=O)(Cl)Cl (thionyl chloride). The solvent is O1CCCC1 (tetrahydrofuran). Run at time 1 hour. Product: C(CCC)OCCOC1=CC=C(C=C1)C=1C=CC2=C(C=C(CCN2CC2=COC=C2)C(=O)NC2=CC=C(C=C2)CN(C2CCOCC2)C)C1 (7-(4-butoxyethoxyphenyl)-1-(3-furylmethyl)-N-[4-[[N-methyl-N-(tetrahydropyran-4-yl)amino]methyl]phenyl]-2,3-dihydro-1-benzazepine-4-carboxamide). Reaction SMILES: [CH3:1][N:2]([CH:4]=O)[CH3:3].[CH2:6]([O:10][CH2:11][CH2:12][O:13][C:14]1[CH:19]=[CH:18][C:17]([C:20]2[CH:21]=[CH:22][C:23]3[N:29]([CH2:30][C:31]4[CH:35]=[CH:34][O:33][CH:32]=4)[CH2:28][CH2:27][C:26]([C:36]([OH:38])=O)=[CH:25][C:24]=3[CH:39]=2)=[CH:16][CH:15]=1)[CH2:7][CH2:8][CH3:9].S(Cl)(Cl)=O>O1CCCC1>[CH2:6]([O:10][CH2:11][CH2:12][O:13][C:14]1[CH:15]=[CH:16][C:17]([C:20]2[CH:21]=[CH:22][C:23]3[N:29]([CH2:30][C:31]4[CH:35]=[CH:34][O:33][CH:32]=4)[CH2:28][CH2:27][C:26]([C:36]([NH:29][C:23]4[CH:24]=[CH:39][C:20]([CH2:4][N:2]([CH3:1])[CH:3]5[CH2:12][CH2:11][O:10][CH2:6][CH2:7]5)=[CH:21][CH:22]=4)=[O:38])=[CH:25][C:24]=3[CH:39]=2)=[CH:18][CH:19]=1)[CH2:7][CH2:8][CH3:9]. Procedure: One droplet of DMF was added to a solution of 7-(4-butoxyethoxyphenyl)-1-(3-furylmethyl)-2,3-dihydro-1-benzazepine-4-carboxylic acid (200 mg) in tetrahydrofuran (10 ml). Then, thionyl chloride (155 mg) was added at 0° C., the temperature was returned to room temperature, and the mixture was stirred under nitrogen atmosphere for 1 hour. The solvent and excess thionyl chloride were evaporated under reduced pressure, the resulting residue was suspended in tetrahydrofuran (25 ml), and the suspension... The reactants are O=c1cc(-c2ccoc2)c2ccc(Br)cc2o1, C[Si](C)(C)CCS, CN1CCCC1=O, [Cl-], [K+], [K+], [NH4+], O=C([O-])[O-]. Product: C[Si](C)(C)CCSc1ccc2c(-c3ccoc3)cc(=O)oc2c1. RXN SMILES: [Br:1][c:2]1[cH:3][cH:4][c:5]2[c:6](-[c:13]3[cH:14][o:15][cH:16][cH:17]3)[cH:7][c:8](=[O:12])[o:9][c:10]2[cH:11]1.[CH3:18][Si:19]([CH2:20][CH2:21][SH:22])([CH3:23])[CH3:24].[CH3:33][N:34]1[CH2:35][CH2:36][CH2:37][C:38]1=[O:39].[Cl-:31].[K+:25].[K+:26].[NH4+:32].[O-:27][C:28]([O-:29])=[O:30]>>[c:2]1([S:22][CH2:21][CH2:20][Si:19]([CH3:18])([CH3:23])[CH3:24])[cH:3][cH:4][c:5]2[c:6](-[c:13]3[cH:14][o:15][cH:16][cH:17]3)[cH:7][c:8](=[O:12])[o:9][c:10]2[cH:11]1. Reactants: O=C1CCC(=O)N1Br, CN(C)C=O, [K+], [K+], CCCCC12CCC(=O)C(C)=C1c1cc(F)c(N)cc1C2, O=C([O-])[O-], O. Yields the product CCCCC12CCC(=O)C(C)=C1c1cc(F)c(N)c(Br)c1C2. As a reaction SMILES: [Br:22][N:23]1[C:24](=[O:25])[CH2:26][CH2:27][C:28]1=[O:29].[CH3:37][N:38]([CH3:39])[CH:40]=[O:41].[K+:31].[K+:32].[NH2:1][c:2]1[c:3]([F:21])[cH:4][c:5]2[c:13]([cH:14]1)[CH2:12][C:11]1([CH2:15][CH2:16][CH2:17][CH3:18])[C:6]2=[C:7]([CH3:20])[C:8](=[O:19])[CH2:9][CH2:10]1.[O-:33][C:34]([O-:35])=[O:36].[OH2:30]>>[NH2:1][c:2]1[c:3]([F:21])[cH:4][c:5]2[c:13]([c:14]1[Br:22])[CH2:12][C:11]1([CH2:15][CH2:16][CH2:17][CH3:18])[C:6]2=[C:7]([CH3:20])[C:8](=[O:19])[CH2:9][CH2:10]1.